Dataset: the Open Reaction Database (ORD), a public repository of structured organic reaction records. Task: describe an organic reaction: reactants, conditions, products, and yield The reactants are Hastelloy C brine, Cl (hydrogen chloride), ClCl (chlorine), C(CCC)O (n-butanol), [Cl-].[Ti+4].[Cl-].[Cl-].[Cl-] (titanium chloride), C(CCC)O (n-butanol), C(CCC)O (n-butanol), [Cl-].[Ti+4].[Cl-].[Cl-].[Cl-] (titanium chloride), ClCl (chlorine). Run in O (water), CCCCCC (hexane), O (water), O (water). Run at temperature 30 celsius, time 2 hour. The product is CCCC[O-].CCCC[O-].CCCC[O-].CCCC[O-].[Ti+4] (butyl titanate). RXN SMILES: [Cl-].[Ti+4:2].[Cl-].[Cl-].[Cl-].Cl.ClCl.[CH2:9]([OH:13])[CH2:10][CH2:11][CH3:12]>O.CCCCCC>[CH3:12][CH2:11][CH2:10][CH2:9][O-:13].[CH3:12][CH2:11][CH2:10][CH2:9][O-:13].[CH3:12][CH2:11][CH2:10][CH2:9][O-:13].[CH3:12][CH2:11][CH2:10][CH2:9][O-:13].[Ti+4:2] |f:0.1.2.3.4,10.11.12.13.14|. Reported procedure: The reaction apparatus consisted of a heated enameled vessel of two cubic meters capacity, equipped with three feed tubes, a stirrer, and a glass condenser operated with water and connected to a 4 square meter Hastelloy C brine cooler (-45° C.). 670 liters of hexane were placed in it and refluxed. The temperature below the water condenser amounted to 69° C. Over a period of 2 hours 380 kg of titanium chloride (2 kmol) and 444 kg of n-butanol (6 kmol) were put in at such a rate that the molar rat... Reactants: CCOC=1C=CC(=CC1)N (p-phenetidine), ClC1=C(C(=O)O)C(=CC=C1[N+](=O)[O-])Cl (2,6-dichloro-3-nitrobenzoic acid), CN(C1=CC=CC=C1)C (N,N-dimethylaniline). Run in C(Cl)(Cl)Cl (chloroform). Yields the product [N+](=O)([O-])C=1C=C(C(=O)O)C=CC1 (3-nitrobenzoic acid). As a reaction SMILES: CCOC1C=CC(N)=CC=1.Cl[C:12]1[C:20]([N+:21]([O-:23])=[O:22])=[CH:19][CH:18]=[C:17](Cl)[C:13]=1[C:14]([OH:16])=[O:15].CN(C)C1C=CC=CC=1>C(Cl)(Cl)Cl>[N+:21]([C:20]1[CH:12]=[C:13]([CH:17]=[CH:18][CH:19]=1)[C:14]([OH:16])=[O:15])([O-:23])=[O:22]. Procedure: A mixture of 28.0 g (0.20 mol) of p-phenetidine, 23.6 g (0.10 mol) of 2,6-dichloro-3-nitrobenzoic acid, and 80 ml of N,N-dimethylaniline was heated five hours on a steam bath. The resulting mixture was diluted with chloroform and extracted with 1N aq. NaOH. Acidification of the aqueous extract yielded 6-chloro-2-[4-ethoxyphenyl)amino]-3-nitrobenzoic acid as reddish brown crystals, mp 174°-176° C.